Task: describe an organic reaction: reactants, conditions, products, and yield. Dataset: the Open Reaction Database (ORD), a public repository of structured organic reaction records Starting materials: C(C)N1N=CC(=C1)C1=CN=C2C(=N1)C(=CN2COCC[Si](C)(C)C)C(=O)O (2-(1-ethyl-1H-pyrazol-4-yl)-5-((2-(trimethylsilyl)ethoxy)methyl)-5H-pyrrolo[3,2-b]pyrazine-7-carboxylic acid), Cl.NC1(CCCC1)C(C)(C)O (2-(1-amino-cyclopentyl)-propan-2-ol hydrochloride), C1(CC1)C=1N=C2C(=NC1)N(C=C2C(=O)O)COCC[Si](C)(C)C (2-cyclopropyl-5-(2-trimethylsilanyl-ethoxymethyl)-5H-pyrrolo[2,3-b]pyrazine-7-carboxylic acid), CC1(C(CCCC1)N)C (2,2-dimethylcyclohexylamine). Product: CC1(C(CCCC1)NC(=O)C1=CNC2=NC=C(N=C21)C=2C=NN(C2)CC)C (2-(1-Ethyl-1H-pyrazol-4-yl)-5H-pyrrolo[2,3-b]pyrazine-7-carboxylic acid (2,2-dimethyl-cyclohexyl)-amide). As a reaction SMILES: [CH2:1]([N:3]1[CH:7]=[C:6]([C:8]2[N:13]=[C:12]3[C:14]([C:25]([OH:27])=O)=[CH:15][N:16](COCC[Si](C)(C)C)[C:11]3=[N:10][CH:9]=2)[CH:5]=[N:4]1)[CH3:2].C1(C2N=C3C(C(O)=O)=CN(COCC[Si](C)(C)C)C3=NC=2)CC1.[CH3:51][C:52]1([CH3:59])[CH2:57][CH2:56][CH2:55][CH2:54][CH:53]1[NH2:58].Cl.NC1(C(O)(C)C)CCCC1>>[CH3:51][C:52]1([CH3:59])[CH2:57][CH2:56][CH2:55][CH2:54][CH:53]1[NH:58][C:25]([C:14]1[C:12]2[C:11](=[N:10][CH:9]=[C:8]([C:6]3[CH:5]=[N:4][N:3]([CH2:1][CH3:2])[CH:7]=3)[N:13]=2)[NH:16][CH:15]=1)=[O:27] |f:3.4|. Reported procedure: 2-(1-Ethyl-1H-pyrazol-4-yl)-5H-pyrrolo[2,3-b]pyrazine-7-carboxylic acid (2,2-dimethyl-cyclohexyl)-amide was prepared according to the procedure outlined in Example 1, steps 4-5 substituting 2-(1-ethyl-1H-pyrazol-4-yl)-5-((2-(trimethylsilyl)ethoxy)methyl)-5H-pyrrolo[3,2-b]pyrazine-7-carboxylic acid for 2-cyclopropyl-5-(2-trimethylsilanyl-ethoxymethyl)-5H-pyrrolo[2,3-b]pyrazine-7-carboxylic acid and 2,2-dimethylcyclohexylamine [Example 21, steps 1-2] for 2-(1-amino-cyclopentyl)-propan-2-ol hydroch... Reactants: OP(=O)(O)[O-].[K+] (KH2PO4), C(C)(C)(C)OC(=O)N1CCN(CC1)C1=CC=C(C=C1)C=1C(=NOC1N([C@@H](CC(C)C)C(=O)OC)C(=O)OCC(Cl)(Cl)Cl)C (methyl N-(4-{4-[4-(tert-butoxycarbonyl)piperazin-1-yl]phenyl}-3-methylisoxazol-5-yl)-N-[(2,2,2-trichloroethoxy)carbonyl]leucinate), OP(=O)(O)[O-].[K+] (KH2PO4). The reagents and catalysts are [Zn] (zinc), [Zn] (zinc). Solvent: C1CCOC1 (THF). Conditions: time 1 hour. Product: C(C)(C)(C)OC(=O)N1CCN(CC1)C1=CC=C(C=C1)C=1C(=NOC1N[C@@H](CC(C)C)C(=O)OC)C (methyl N-(4-{4-[4-(tert-butoxycarbonyl)piperazin-1-yl]phenyl}-3-methylisoxazol-5-yl)leucinate). As a reaction SMILES: [C:1]([O:5][C:6]([N:8]1[CH2:13][CH2:12][N:11]([C:14]2[CH:19]=[CH:18][C:17]([C:20]3[C:21]([CH3:43])=[N:22][O:23][C:24]=3[N:25](C(OCC(Cl)(Cl)Cl)=O)[C@H:26]([C:31]([O:33][CH3:34])=[O:32])[CH2:27][CH:28]([CH3:30])[CH3:29])=[CH:16][CH:15]=2)[CH2:10][CH2:9]1)=[O:7])([CH3:4])([CH3:3])[CH3:2].OP([O-])(O)=O.[K+]>C1COCC1.[Zn]>[C:1]([O:5][C:6]([N:8]1[CH2:9][CH2:10][N:11]([C:14]2[CH:15]=[CH:16][C:17]([C:20]3[C:21]([CH3:43])=[N:22][O:23][C:24]=3[NH:25][C@H:26]([C:31]([O:33][CH3:34])=[O:32])[CH2:27][CH:28]([CH3:30])[CH3:29])=[CH:18][CH:19]=2)[CH2:12][CH2:13]1)=[O:7])([CH3:4])([CH3:2])[CH3:3] |f:1.2|. Procedure details: To methyl N-(4-{4-[4-(tert-butoxycarbonyl)piperazin-1-yl]phenyl}-3-methylisoxazol-5-yl)-N-[(2,2,2-trichloroethoxy)carbonyl]leucinate (688 mg, 1.04 mmol) in THF (20 mL) was added activated zinc powder (686 mg, 10.4 mmol) and an aqueous solution of KH2PO4 (1.0 M, 5.2 mL, 5.2 mmol) dropwise. After ½ hour additional aliquots of activated zinc powder (686 mg, 10.4 mmol) and aqueous KH2PO4 solution were added (1.0 M, 5.2 mL, 5.2 mmol) and the reaction mixture was stirred for 1 hour. The zinc powder wa... Starting materials: Cl.C1(=CC=CC=C1)C1=NC2=CC=CC=C2C(=C1)C(=O)Cl (2-phenylquinoline-4-carboxylic acid chloride hydrochloride), CNC1CCCCC1 (N-methylcyclohexylamine). Solvent: C(Cl)Cl (methylene chloride). Product: C1(CCCCC1)N(C(=O)C1=CC(=NC2=CC=CC=C12)C1=CC=CC=C1)C (N-cyclohexyl-N-methyl-2-phenylquinoline-4-carboxamide). Reaction SMILES: Cl.[C:2]1([C:8]2[CH:17]=[C:16]([C:18](Cl)=[O:19])[C:15]3[C:10](=[CH:11][CH:12]=[CH:13][CH:14]=3)[N:9]=2)[CH:7]=[CH:6][CH:5]=[CH:4][CH:3]=1.[CH3:21][NH:22][CH:23]1[CH2:28][CH2:27][CH2:26][CH2:25][CH2:24]1>C(Cl)Cl>[CH:23]1([N:22]([CH3:21])[C:18]([C:16]2[C:15]3[C:10](=[CH:11][CH:12]=[CH:13][CH:14]=3)[N:9]=[C:8]([C:2]3[CH:7]=[CH:6][CH:5]=[CH:4][CH:3]=3)[CH:17]=2)=[O:19])[CH2:28][CH2:27][CH2:26][CH2:25][CH2:24]1 |f:0.1|. Procedure details: The procedure of Example 41 is followed using 2-phenylquinoline-4-carboxylic acid chloride hydrochloride (9.1 g) and N-methylcyclohexylamine (13.5 g) in methylene chloride (100 ml) as the starting materials. Solvent: C1(=CC=CC=C1)C (toluene). Procedure: A solution of 13.13 g (95.7 mmol) of thiobenzamide and 5.0 g (23.9 mmol) of methyl 4-bromo-3-oxo-pentanoate in 25 mL of dry toluene was heated at 90° C. for 5 h. The solution was poured into EtOAc/water and the aqueous phase extracted with EtOAc. The organics were washed with brine, dried (MgSO4), filtered, and concentrated. The crude oil was purified by silica gel chromatography eluting with hexanes/EtOAc (3/1 to 2/1) to afford 4.14 g (70%) yield) of the title compound as a pale orange-colored ... The product is COC(CC=1N=C(SC1C)C1=CC=CC=C1)=O (2-[5-methyl-2-phenyl-1,3-thiazol-4-yl]acetic acid methyl ester). As a reaction SMILES: [C:1]([NH2:9])(=[S:8])[C:2]1[CH:7]=[CH:6][CH:5]=[CH:4][CH:3]=1.Br[CH:11]([CH3:19])[C:12](=O)[CH2:13][C:14]([O:16][CH3:17])=[O:15].CCOC(C)=O.O>C1(C)C=CC=CC=1>[CH3:17][O:16][C:14](=[O:15])[CH2:13][C:12]1[N:9]=[C:1]([C:2]2[CH:7]=[CH:6][CH:5]=[CH:4][CH:3]=2)[S:8][C:11]=1[CH3:19] |f:2.3|. Starting materials: C(C1=CC=CC=C1)(=S)N (thiobenzamide), BrC(C(CC(=O)OC)=O)C (methyl 4-bromo-3-oxo-pentanoate), CCOC(=O)C.O (EtOAc water). Reactants: [Al+3], CCOC(C)=O, [Cl-], [Cl-], [Cl-], O=C(Cl)CCl, Cl, Cc1ccc(F)cc1F, O. The product is Cc1cc(C(=O)CCl)c(F)cc1F. RXN SMILES: [Al+3:11].[CH3:20][CH2:21][O:22][C:23]([CH3:24])=[O:25].[Cl-:10].[Cl-:12].[Cl-:13].[Cl:14][CH2:15][C:16](=[O:17])[Cl:18].[ClH:19].[F:1][c:2]1[c:3]([CH3:9])[cH:4][cH:5][c:6]([F:8])[cH:7]1.[OH2:26]>>[F:1][c:2]1[c:3]([CH3:9])[cH:4][c:5]([C:16]([CH2:15][Cl:14])=[O:17])[c:6]([F:8])[cH:7]1. The reactants are CC=1NC2=C(N1)C=CC(=C2C)[N+](=O)[O-] (2,4-dimethyl-5-nitrobenzimidazole). Reagents/catalysts: [Pd] (palladium-on-carbon). Solvent: CO (methanol). Reaction conditions: time 15 hour. Product: NC1=C(C2=C(N=C(N2)C)C=C1)C (5-amino-2,4-dimethybenzimidazole). Isolated yield 95.7%. As a reaction SMILES: [CH3:1][C:2]1[NH:3][C:4]2[C:10]([CH3:11])=[C:9]([N+:12]([O-])=O)[CH:8]=[CH:7][C:5]=2[N:6]=1>CO.[Pd]>[NH2:12][C:9]1[CH:8]=[CH:7][C:5]2[N:6]=[C:2]([CH3:1])[NH:3][C:4]=2[C:10]=1[CH3:11]. Procedure details: To a solution of 700 mg of 2,4-dimethyl-5-nitrobenzimidazole in 50 mL of methanol is added a catalytic amount of palladium-on-carbon. The resulting suspension is stirred at room temperature under hydrogen at atmospheric pressure for 15 hours. The reaction mixture is filtered on Celite with a methanol wash of the solids and the filtrate is concentrated. The residue is purified by flash column chromatography on silica gel, eluting with 5% methanol/ethyl acetate to provide 565 mg of 5-amino-2,4-dim... Reactants: CC(=O)OC(C)=O, CC(=O)O, Nc1ccc(O)c([N+](=O)[O-])c1. Product: CC(=O)Nc1ccc(O)c([N+](=O)[O-])c1. As a reaction SMILES: [CH3:12][C:13](=[O:14])[O:15][C:16](=[O:17])[CH3:18].[CH3:19][C:20](=[O:21])[OH:22].[NH2:1][c:2]1[cH:3][c:4]([N+:9](=[O:10])[O-:11])[c:5]([OH:8])[cH:6][cH:7]1>>[NH:1]([c:2]1[cH:3][c:4]([N+:9](=[O:10])[O-:11])[c:5]([OH:8])[cH:6][cH:7]1)[C:13]([CH3:12])=[O:14]. The reactants are CCOC(=O)C(C)(CCCCCBr)c1ccccc1, CO, ClCCl. The product is CC(CO)(CCCCCBr)c1ccccc1. RXN SMILES: [Br:1][CH2:2][CH2:3][CH2:4][CH2:5][CH2:6][C:7]([C:8](=[O:9])[O:10][CH2:11][CH3:12])([c:13]1[cH:14][cH:15][cH:16][cH:17][cH:18]1)[CH3:19].[CH3:20][OH:21].[Cl:22][CH2:23][Cl:24]>>[Br:1][CH2:2][CH2:3][CH2:4][CH2:5][CH2:6][C:7]([CH2:8][OH:9])([c:13]1[cH:14][cH:15][cH:16][cH:17][cH:18]1)[CH3:19]. Reactants: O=C1N(C(C=C1)=O)CCCCCC(=O)O (6-(2,5-dioxo-2,5-dihydro-1H-pyrrol-1-yl)hexanoic acid), ClCCl (dichloromethane). Reagents/catalysts: CN(C)C=O (DMF). Run in C(C(=O)Cl)(=O)Cl (oxalyl chloride). Conditions: time 3 hour. Yields the product O=C1N(C(C=C1)=O)CCCCCC(=O)Cl (6-(2,5-dioxo-2,5-dihydro-1H-pyrrol-1-yl)hexanoyl chloride). Yield: 100.0%. RXN SMILES: [O:1]=[C:2]1[CH:6]=[CH:5][C:4](=[O:7])[N:3]1[CH2:8][CH2:9][CH2:10][CH2:11][CH2:12][C:13]([OH:15])=O.[Cl:16]CCl>C(Cl)(=O)C(Cl)=O.CN(C=O)C>[O:1]=[C:2]1[CH:6]=[CH:5][C:4](=[O:7])[N:3]1[CH2:8][CH2:9][CH2:10][CH2:11][CH2:12][C:13]([Cl:16])=[O:15]. Procedure details: To a stirring solution of 6-(2,5-dioxo-2,5-dihydro-1H-pyrrol-1-yl)hexanoic acid (3.15 g, 14.9 mM) in 15 mL of dichloromethane, oxalyl chloride (1.61 mL, 17.9 mM) was added followed by one drop of DMF. The reaction was allowed to stir at room temperature for three hours. The reaction was concentrated in vacuo. The residue was dissolved in a one to one solution of heptane and dichloromethane and then concentrated in vacuo. This process was repeated two more times producing a solid #248 (3.43 g, 10... Product: COCC(C)NC(=O)c1cc(-c2ccc(C)cc2)cc(-n2nnnc2C)c1. As a reaction SMILES: [CH3:1][c:2]1[cH:3][cH:4][c:5](-[c:8]2[cH:9][c:10]([C:20](=[O:21])[OH:22])[cH:11][c:12](-[n:14]3[n:15][n:16][n:17][c:18]3[CH3:19])[cH:13]2)[cH:6][cH:7]1.[CH3:33][O:34][CH2:35][CH:36]([CH3:37])[NH2:38].[CH3:39][N:40]1[CH2:41][CH2:42][CH2:43][C:44]1=[O:45].[CH3:46][CH2:47][N:48]=[C:49]=[N:50][CH2:51][CH2:52][CH2:53][N:54]([CH3:55])[CH3:56].[Cl:57][CH2:58][Cl:59].[O:60]=[CH:61][N:62]([CH3:63])[CH3:64].[OH:23][n:24]1[c:25]2[c:26]([cH:27][cH:28][cH:29][cH:30]2)[n:31][n:32]1>>[CH3:1][c:2]1[cH:3][cH:4][c:5](-[c:8]2[cH:9][c:10]([C:20](=[O:22])[NH:38][CH:36]([CH2:35][O:34][CH3:33])[CH3:37])[cH:11][c:12](-[n:14]3[n:15][n:16][n:17][c:18]3[CH3:19])[cH:13]2)[cH:6][cH:7]1. The reactants are Cc1ccc(-c2cc(C(=O)O)cc(-n3nnnc3C)c2)cc1, COCC(C)N, CN1CCCC1=O, CCN=C=NCCCN(C)C, ClCCl, CN(C)C=O, On1nnc2ccccc21.